This data is from the Open Reaction Database (ORD), a public repository of structured organic reaction records. The task is: describe an organic reaction: reactants, conditions, products, and yield Reactants: C(C)#N (acetonitrile), NC=1C(=NC2=CC=C(C=C2C1C(=O)O)F)C1=CC=C(C=C1)I (3-amino-6-fluoro-2-(4-iodophenyl)-4-quinolinecarboxylic acid), C([O-])([O-])=O.[Cs+].[Cs+] (cesium carbonate), CI (methyl iodide). Run in O1CCCC1 (tetrahydrofuran). Conditions: time 1 hour. Yields the product COC(=O)C1=C(C(=NC2=CC=C(C=C12)F)C1=CC=C(C=C1)I)N (3-Amino-6-fluoro-2-(4-iodophenyl)-4-quinolinecarboxylic acid methyl ester). RXN SMILES: [C:1](#N)C.[NH2:4][C:5]1[C:6]([C:19]2[CH:24]=[CH:23][C:22]([I:25])=[CH:21][CH:20]=2)=[N:7][C:8]2[C:13]([C:14]=1[C:15]([OH:17])=[O:16])=[CH:12][C:11]([F:18])=[CH:10][CH:9]=2.C(=O)([O-])[O-].[Cs+].[Cs+].CI>O1CCCC1>[CH3:1][O:16][C:15]([C:14]1[C:13]2[C:8](=[CH:9][CH:10]=[C:11]([F:18])[CH:12]=2)[N:7]=[C:6]([C:19]2[CH:24]=[CH:23][C:22]([I:25])=[CH:21][CH:20]=2)[C:5]=1[NH2:4])=[O:17] |f:2.3.4|. Procedure: To a solution of 400 ml of acetonitrile and 40 ml of tetrahydrofuran was added 4.0 g of 3-amino-6-fluoro-2-(4-iodophenyl)-4-quinolinecarboxylic acid and 2.0 g of cesium carbonate. The solution was stirred for 1 hour and 0.84 ml of methyl iodide was added. After stirring for an additional 12 hours, the volatiles were removed in vacuo and the residue dissolved in methylene chloride and ethyl acetate. The insoluble solids were removed by filtration and the volatiles removed from the filtrate in vac... The reactants are C(C)OC(CCCCCCCCCCC(=O)O)=O (12-ethoxy-12-oxododecanoic acid), Cl.NO (hydroxylamine hydrochloride), [Cl-] (chloride), O=S(Cl)Cl (SOCl2). The solvent is C(C)(=O)OCC (ethyl acetate), N1=CC=CC=C1 (pyridine), C(Cl)(Cl)Cl (chloroform), ClCCl (dichloromethane). Product: ONC(CCCCCCCCCCC(=O)OCC)=O (ethyl 12-(hydroxyamino)-12-oxododecanoate). The yield is 82.0%. RXN SMILES: [CH2:1]([O:3][C:4](=[O:18])[CH2:5][CH2:6][CH2:7][CH2:8][CH2:9][CH2:10][CH2:11][CH2:12][CH2:13][CH2:14][C:15](O)=[O:16])[CH3:2].[Cl-].O=S(Cl)Cl.Cl.[NH2:25][OH:26]>C(Cl)(Cl)Cl.ClCCl.N1C=CC=CC=1.C(OCC)(=O)C>[OH:26][NH:25][C:15](=[O:16])[CH2:14][CH2:13][CH2:12][CH2:11][CH2:10][CH2:9][CH2:8][CH2:7][CH2:6][CH2:5][C:4]([O:3][CH2:1][CH3:2])=[O:18] |f:3.4|. Procedure details: In a single-neck flask equipped with reflux condenser, under stirring and argon flux, the 12-ethoxy-12-oxododecanoic acid (13; 1.5 g, 5.8 mmol) is solved in chloroform (20 mL). Thionyle chloride is dropped (SOCl2; 0.64 mL, 8.8 mmol) and the reaction is carried on under reflux for 3 h. The mixture is cooled down to room temperature and the solvent is eliminated under high vacuum. The obtained product is solved in dichloromethane (20 mL) and is added, at room temperature and under stirring, with a... Product: COC1=NS(=O)N=C1NCCCCC#CCN1CCCCC1. RXN SMILES: [CH3:1][O:2][C:3]1=[N:4][S:5](=[O:10])[N:6]=[C:7]1[O:8][CH3:9].[CH3:25][OH:26].[N:11]1([CH2:17][C:18]#[C:19][CH2:20][CH2:21][CH2:22][CH2:23][NH2:24])[CH2:12][CH2:13][CH2:14][CH2:15][CH2:16]1>>[CH3:1][O:2][C:3]1=[N:4][S:5](=[O:10])[N:6]=[C:7]1[NH:24][CH2:23][CH2:22][CH2:21][CH2:20][C:19]#[C:18][CH2:17][N:11]1[CH2:12][CH2:13][CH2:14][CH2:15][CH2:16]1. Starting materials: COC1=NS(=O)N=C1OC, CO, NCCCCC#CCN1CCCCC1. The reactants are O=C([O-])O, C1CCOC1, CC1C(=O)OC(c2ccccc2)N1C(=O)OCc1ccccc1, CN([SiH](C)C)[Si](C)(C)C, BrCc1cccc(I)c1, [Li], [Na+]. Yields the product CC1(Cc2cccc(I)c2)C(=O)OC(c2ccccc2)N1C(=O)OCc1ccccc1. RXN SMILES: [C:43](=[O:44])([OH:45])[O-:46].[CH2:48]1[O:49][CH2:50][CH2:51][CH2:52]1.[CH3:1][CH:2]1[N:3]([C:14](=[O:15])[O:16][CH2:17][c:18]2[cH:19][cH:20][cH:21][cH:22][cH:23]2)[CH:4]([c:8]2[cH:9][cH:10][cH:11][cH:12][cH:13]2)[O:5][C:6]1=[O:7].[CH3:33][SiH:34]([CH3:35])[N:36]([CH3:37])[Si:38]([CH3:39])([CH3:40])[CH3:41].[I:24][c:25]1[cH:26][c:27]([CH2:28][Br:29])[cH:30][cH:31][cH:32]1.[Li:42].[Na+:47]>>[CH3:1][C:2]1([CH2:28][c:27]2[cH:26][c:25]([I:24])[cH:32][cH:31][cH:30]2)[N:3]([C:14](=[O:15])[O:16][CH2:17][c:18]2[cH:19][cH:20][cH:21][cH:22][cH:23]2)[CH:4]([c:8]2[cH:9][cH:10][cH:11][cH:12][cH:13]2)[O:5][C:6]1=[O:7]. The reactants are N1=CC(=CC=C1)C=1SC=C(N1)C(=O)OCC (ethyl 2-(3-pyridyl)-4-thiazolylcarboxylate), N1(C=NC2=C1C=CC=C2)C2=CC=C(C(=O)OCC)C=C2 (ethyl 4-(1H-benzimidazyl)benzoate). Yields the product N1=CC(=CC=C1)C=1SC=C(N1)CO ((2-(3-pyridyl)-4-thiazolyl)methanol). Yield: 30.0%. Reaction SMILES: [N:1]1[CH:6]=[CH:5][CH:4]=[C:3]([C:7]2[S:8][CH:9]=[C:10]([C:12](OCC)=[O:13])[N:11]=2)[CH:2]=1.N1(C2C=CC(C(OCC)=O)=CC=2)C2C=CC=CC=2N=C1>>[N:1]1[CH:6]=[CH:5][CH:4]=[C:3]([C:7]2[S:8][CH:9]=[C:10]([CH2:12][OH:13])[N:11]=2)[CH:2]=1. Reported procedure: Utilising the procedure described in Example 23(d) employing ethyl 2-(3-pyridyl)-4-thiazolylcarboxylate (commercially available) in lieu of ethyl 4-(1H-benzimidazyl)benzoate gave (2-(3-pyridyl)-4-thiazolyl)methanol (30%) as a yellow crystalline solid.